From a dataset of the Open Reaction Database (ORD), a public repository of structured organic reaction records. describe an organic reaction: reactants, conditions, products, and yield Reactants: CC(C)(C)OC(=O)N=[N+]=[N-], CC(=O)NCSCC(N)C(=O)O, CCOC(C)=O, Cl, C1COCCO1, O, c1ccccc1. Yields the product CC(=O)NCSCC(NC(=O)OC(C)(C)C)C(=O)O. RXN SMILES: [C:20]([CH3:21])([CH3:22])([CH3:23])[O:24][C:25](=[O:26])[N:27]=[N+:28]=[N-:29].[C:2]([CH3:3])(=[O:4])[NH:5][CH2:6][S:7][CH2:8][CH:9]([NH2:10])[C:11](=[O:12])[OH:13].[CH3:31][CH2:32][O:33][C:34](=[O:35])[CH3:36].[ClH:1].[O:14]1[CH2:15][CH2:16][O:17][CH2:18][CH2:19]1.[OH2:30].[cH:37]1[cH:38][cH:39][cH:40][cH:41][cH:42]1>>[C:2]([CH3:3])(=[O:4])[NH:5][CH2:6][S:7][CH2:8][CH:9]([NH:10][C:25]([O:24][C:20]([CH3:21])([CH3:22])[CH3:23])=[O:26])[C:11](=[O:12])[OH:13]. Reactants: CS(=O)(=O)C1=C(C(=C(C(=O)OC)C=C1)CBr)F (methyl 4-methylsulfonyl-3-fluoro-2-bromomethylbenzoate), C[S-].[Na+] (sodium thiomethoxide). The solvent is C1CCOC1 (THF). The product is CS(=O)(=O)C1=C(C(=C(C(=O)OC)C=C1)CSC)F (methyl 4-methylsulfonyl-3-fluoro-2-methylthiomethylbenzoate). Reaction SMILES: [CH3:1][S:2]([C:5]1[CH:14]=[CH:13][C:8]([C:9]([O:11][CH3:12])=[O:10])=[C:7]([CH2:15]Br)[C:6]=1[F:17])(=[O:4])=[O:3].[CH3:18][S-:19].[Na+]>C1COCC1>[CH3:1][S:2]([C:5]1[CH:14]=[CH:13][C:8]([C:9]([O:11][CH3:12])=[O:10])=[C:7]([CH2:15][S:19][CH3:18])[C:6]=1[F:17])(=[O:4])=[O:3] |f:1.2|. Reported procedure: 44.6 g (0.14 mol) of methyl 4-methylsulfonyl-3-fluoro-2-bromomethylbenzoate were dissolved in THF. 10.58 g (0.15 mol) of sodium thiomethoxide were added at RT and the mixture was then heated under reflux for 5 h. It was then poured onto ice-water and extracted with EE. The combined organic phases were dried over MgSO4 and concentrated to completion. Starting materials: C1(=CC=CC=C1)NC(C)=O (N-phenylacetamide), [OH-].[K+] (potassium hydroxide), C([O-])([O-])=O.[K+].[K+] (potassium carbonate), BrC1=CC(=CC=C1)F (1-bromo-3-fluorobenzene). Reagents/catalysts: [Cu]Cl (copper (I) chloride). The solvent is C=1(C(=CC=CC1)C)C (xylene), O (water). Run at temperature 180 celsius. Product: FC=1C=C(NC2=CC=CC=C2)C=CC1 (3-Fluoro-N-phenylaniline). The yield is 48.3%. Reaction SMILES: [C:1]1([NH:7]C(=O)C)[CH:6]=[CH:5][CH:4]=[CH:3][CH:2]=1.C(=O)([O-])[O-].[K+].[K+].Br[C:18]1[CH:23]=[CH:22][CH:21]=[C:20]([F:24])[CH:19]=1.[OH-].[K+]>[Cu]Cl.O.C1(C)C(C)=CC=CC=1>[F:24][C:20]1[CH:19]=[C:18]([CH:23]=[CH:22][CH:21]=1)[NH:7][C:1]1[CH:6]=[CH:5][CH:4]=[CH:3][CH:2]=1 |f:1.2.3,5.6|. Reported procedure: In a round bottom flask equipped with a condenser was placed N-phenylacetamide (1.0 g, 7.40 mmol), copper (I) chloride (0.146 g, 1.480 mmol), potassium carbonate (1.329 g, 9.62 mmol), 1-bromo-3-fluorobenzene (1.942 g, 11.10 mmol) and xylene (5 mL). The suspension was heated to 180° C. and refluxed for 66 h. The suspension was filtered; and the filtrate was concentrated. The dark brown residue was dissolved in ether; filtered; and the filtrate was concentrated. The dark brown residue was dissolve... The reactants are solution, [H-].C(C(C)C)[Al+]CC(C)C (diisobutylaluminium hydride), C1(=CC=CC=C1)C (toluene), [C@@H]([C@H](C(=O)[O-])O)(C(=O)[O-])O.[Na+].[K+] (Rochelle salt), C(#N)C=C1C(CCCC1)(C(NC)=S)C=1C=NC=CC1 ((±)-2 -cyanomethylene-N-methyl-1-(pyrid-3 -yl}cyclohexane carbothioamide). Run in ClCCl (dichloromethane), ClCCl (Dichloromethane). Yields the product C(=O)C=C1C(CCCC1)(C(NC)=S)C=1C=NC=CC1 ((±)-2 -formylmethylene-N-methyl-1-(pyrid-3 -yl)cyclohexane carbothioamide). RXN SMILES: [C:1]([CH:3]=[C:4]1[CH2:9][CH2:8][CH2:7][CH2:6][C:5]1([C:14]1[CH:15]=[N:16][CH:17]=[CH:18][CH:19]=1)[C:10](=[S:13])[NH:11][CH3:12])#N.[H-].C([Al+]CC(C)C)C(C)C.C1(C)C=CC=CC=1.[C@H](O)(C([O-])=O)[C@@H](O)C([O-])=[O:40].[Na+].[K+]>ClCCl>[CH:1]([CH:3]=[C:4]1[CH2:9][CH2:8][CH2:7][CH2:6][C:5]1([C:14]1[CH:15]=[N:16][CH:17]=[CH:18][CH:19]=1)[C:10](=[S:13])[NH:11][CH3:12])=[O:40] |f:1.2,4.5.6|. Procedure: A solution of (±)-2 -cyanomethylene-N-methyl-1-(pyrid-3 -yl}cyclohexane carbothioamide (1.3 g, 4.8 mmol) in dichloromethane (30 ml) was cooled to -20° C. and treated with a 1 M solution of diisobutylaluminium hydride in toluene (10.6 ml, 10.6 mmol). The mixture was allowed to warm to room temperature over 2 hours. Dichloromethane (50 ml) was added to the reaction mixture followed by an aqueous solution of Rochelle salt (sodium potassium tartrate) (50 ml). The layers were separated and the organi... The reactants are [Al+3], CCOC(=O)C(C)(C)c1cccc(C)c1, [H-], [H-], [H-], [H-], [Li+], [Na+], C1CCOC1, [OH-], O. Product: Cc1cccc(C(C)(C)CO)c1. RXN SMILES: [Al+3:2].[CH3:7][C:8]([C:9](=[O:10])[O:11][CH2:12][CH3:13])([CH3:14])[c:15]1[cH:16][c:17]([CH3:21])[cH:18][cH:19][cH:20]1.[H-:1].[H-:4].[H-:5].[H-:6].[Li+:3].[Na+:24].[O:25]1[CH2:26][CH2:27][CH2:28][CH2:29]1.[OH-:23].[OH2:22]>>[CH3:7][C:8]([CH2:9][OH:10])([CH3:14])[c:15]1[cH:16][c:17]([CH3:21])[cH:18][cH:19][cH:20]1. The reactants are CC1CCc2nc3cnc4ccccc4c3n2N1, CO, ClC(Cl)Cl, [NH4+], [OH-], O, O=C(OO)c1cccc(Cl)c1, Cc1ccc(S(=O)(=O)Cl)cc1. As a reaction SMILES: [CH3:1][CH:2]1[NH:3][n:4]2[c:5]([n:6][c:7]3[cH:8][n:9][c:10]4[cH:11][cH:12][cH:13][cH:14][c:15]4[c:16]23)[CH2:17][CH2:18]1.[CH3:48][OH:49].[CH:43]([Cl:44])([Cl:45])[Cl:46].[NH4+:31].[OH-:30].[OH2:47].[OH:19][O:20][C:21]([c:22]1[cH:23][c:24]([Cl:25])[cH:26][cH:27][cH:28]1)=[O:29].[c:32]1([CH3:33])[cH:34][cH:35][c:36]([S:37]([Cl:38])(=[O:39])=[O:40])[cH:41][cH:42]1>>[CH3:1][CH:2]1[NH:3][n:4]2[c:5]([n:6][c:7]3[c:8]([NH2:31])[n:9][c:10]4[cH:11][cH:12][cH:13][cH:14][c:15]4[c:16]23)[CH2:17][CH2:18]1. The product is CC1CCc2nc3c(N)nc4ccccc4c3n2N1. Reactants: C(CCCC)O (1-pentanol), C(C)(C)(C)OOC(C)(C)C (tert-butyl peroxide), C1(=CC=CC=C1)C (toluene), {[Cl2NN]Cu}2(benzene). Run at temperature 90 celsius. Yields the product C1(=CC=CC=C1)COCCCCC (PhCH2OCH2CH2CH2CH2CH3). Isolated yield 20.0%. RXN SMILES: [CH2:1]([OH:6])[CH2:2][CH2:3][CH2:4][CH3:5].[C:7]1([CH3:13])[CH:12]=[CH:11][CH:10]=[CH:9][CH:8]=1.C(OOC(C)(C)C)(C)(C)C>>[C:7]1([CH2:13][O:6][CH2:1][CH2:2][CH2:3][CH2:4][CH3:5])[CH:12]=[CH:11][CH:10]=[CH:9][CH:8]=1. Procedure: Into a pressure vessel 1-pentanol (109 μL, 1 mmol, 1 eq) was added and diluted with toluene (1.063 mL, 10 mmol, 10 eq). To this stirring solution was added 1 mol % of a stock solution of {[Cl2NN]Cu}2(benzene) from the catalyst stock solution described in Example 4 (200 μL=0.01 mmol). After adding of tert-butyl peroxide (220 μL, 1.2 mmol), the pressure vessel was sealed and heated to 90° C. for 24 hr. The catalyst was separated by exposing the mixture to air and filtering through Celite®. After r... The reactants are ClC1=CC=C2C(=CNC2=C1)C(=O)N1CCC(CC1)C1=C(C=CC=C1)C(F)(F)F ((6-chloro-1H-indol-3-yl)-[4-(2-trifluoromethyl-phenyl)-piperidin-1-yl]-methanone), ClCC(=O)N1CCN(CC1)C (2-chloro-1-(4-methyl-piperazin-1-yl)-ethanone). The product is ClC1=CC=C2C(=CN(C2=C1)CC(=O)N1CCN(CC1)C)C(=O)N1CCC(CC1)C1=C(C=CC=C1)C(F)(F)F (2-{6-Chloro-3-[4-(2-trifluoromethyl-phenyl)-piperidine-1-carbonyl]-indol-1-yl}-1-(4-methyl-piperazin-1-yl)-ethanone). As a reaction SMILES: [Cl:1][C:2]1[CH:10]=[C:9]2[C:5]([C:6]([C:11]([N:13]3[CH2:18][CH2:17][CH:16]([C:19]4[CH:24]=[CH:23][CH:22]=[CH:21][C:20]=4[C:25]([F:28])([F:27])[F:26])[CH2:15][CH2:14]3)=[O:12])=[CH:7][NH:8]2)=[CH:4][CH:3]=1.Cl[CH2:30][C:31]([N:33]1[CH2:38][CH2:37][N:36]([CH3:39])[CH2:35][CH2:34]1)=[O:32]>>[Cl:1][C:2]1[CH:10]=[C:9]2[C:5]([C:6]([C:11]([N:13]3[CH2:14][CH2:15][CH:16]([C:19]4[CH:24]=[CH:23][CH:22]=[CH:21][C:20]=4[C:25]([F:28])([F:27])[F:26])[CH2:17][CH2:18]3)=[O:12])=[CH:7][N:8]2[CH2:30][C:31]([N:33]2[CH2:38][CH2:37][N:36]([CH3:39])[CH2:35][CH2:34]2)=[O:32])=[CH:4][CH:3]=1. Reported procedure: Analogous to general procedure II, the alkylation of (6-chloro-1H-indol-3-yl)-[4-(2-trifluoromethyl-phenyl)-piperidin-1-yl]-methanone (prepared herein) with (commercially available) 2-chloro-1-(4-methyl-piperazin-1-yl)-ethanone gave the title compound. Reactants: CO, CCC(=CC=CC(=O)OC)c1ccc(OC)cc1, CCCCCC, CC(C)O, [Na+], [OH-]. The product is CCC(=CC=CC(=O)O)c1ccc(OC)cc1. As a reaction SMILES: [CH3:19][OH:20].[CH3:1][O:2][C:3]([CH:4]=[CH:5][CH:6]=[C:7]([CH2:8][CH3:9])[c:10]1[cH:11][cH:12][c:13]([O:16][CH3:17])[cH:14][cH:15]1)=[O:18].[CH3:23][CH2:24][CH2:25][CH2:26][CH2:27][CH3:28].[CH3:29][CH:30]([OH:31])[CH3:32].[Na+:22].[OH-:21]>>[O:2]=[C:3]([CH:4]=[CH:5][CH:6]=[C:7]([CH2:8][CH3:9])[c:10]1[cH:11][cH:12][c:13]([O:16][CH3:17])[cH:14][cH:15]1)[OH:18].